From a dataset of the Open Reaction Database (ORD), a public repository of structured organic reaction records. describe an organic reaction: reactants, conditions, products, and yield Starting materials: ClC1=CC2=C(C=N1)C(NN2C(=O)OCC)=O (Ethyl 6-chloro-3-oxo-2,3-dihydro-1H-pyrazolo[4,3-c]pyridine-1-carboxylate), ClC1=CC2=C(C=N1)C(NN2C(=O)OCC)=O (Ethyl 6-chloro-3-oxo-2,3-dihydro-1H-pyrazolo[4,3-c]pyridine-1-carboxylate), C([O-])([O-])=O.[K+].[K+] (potassium carbonate), C(C1=CC=CC=C1)Br (benzyl bromide), O (Water). Solvent: CN(C)C=O (DMF). The product is C(C1=CC=CC=C1)N1N(C2=C(C=NC(=C2)Cl)C1=O)C(=O)OCC (ethyl 2-benzyl-6-chloro-3-oxo-2,3-dihydro-1H-pyrazolo[4,3-c]pyridine-1-carboxylate). Reaction SMILES: [Cl:1][C:2]1[N:7]=[CH:6][C:5]2[C:8](=[O:16])[NH:9][N:10]([C:11]([O:13][CH2:14][CH3:15])=[O:12])[C:4]=2[CH:3]=1.C(=O)([O-])[O-].[K+].[K+].[CH2:23](Br)[C:24]1[CH:29]=[CH:28][CH:27]=[CH:26][CH:25]=1.O>CN(C=O)C>[CH2:23]([N:9]1[C:8](=[O:16])[C:5]2[CH:6]=[N:7][C:2]([Cl:1])=[CH:3][C:4]=2[N:10]1[C:11]([O:13][CH2:14][CH3:15])=[O:12])[C:24]1[CH:29]=[CH:28][CH:27]=[CH:26][CH:25]=1 |f:1.2.3|. Procedure details: Ethyl 6-chloro-3-oxo-2,3-dihydro-1H-pyrazolo[4,3-c]pyridine-1-carboxylate (Intermediate 1B; 582 mg, 2.41 mmol), potassium carbonate (666 mg, 4.82 mmol), and benzyl bromide (0.345 mL, 2.9 mmol) were stirred in DMF (10 mL) at room temperature for 16 h. Water was added and the products extracted into EtOAc (×2). The combined organic extracts were washed with brine, dried over Na2SO4, filtered, and concentrated in vacuo. Purification of the residue by flash chromatography (6-50% EtOAc-hexanes) gave ... The reactants are ClC(C(C(F)(F)Cl)(F)F)(F)Cl (1,1,3-trichloro-1,2,2,3,3-pentafluoropropane). Run in C(C)(C)O (isopropanol). Yields the product ClC(C(C(F)Cl)(F)F)(F)F (1,3-dichloro-1,1,2,2,3-pentafluoropropane). Reaction SMILES: [Cl:1][C:2](Cl)([F:10])[C:3]([F:9])([F:8])[C:4]([Cl:7])([F:6])[F:5]>C(O)(C)C>[Cl:7][C:4]([F:6])([F:5])[C:3]([F:9])([F:8])[CH:2]([Cl:1])[F:10]. Procedure details: For example, to prepare 1,3-dichloro-1,1,2,2,3-pentafluoropropane, 2,2,3,3-tetrafluoropropanol, tosyl chloride, and water are reacted together to form 2,2,3,3-tetrafluoropropyl p-toluenesulfonate. Then, N-methylpyrrolidone, potassium fluoride, and the 2,2,3,3-tetrafluoropropyl p-toluenesulfonate are reacted together to form 1,1,2,2,3-pentafluoropropane. Then, chlorine and the 1,1,2,2,3-pentafluoropropane are reacted to form 1,1,3-trichloro-1,2,2,3,3-pentafluoropropane. Finally, isopropanol and t... Reactants: ClC=1C=[N+](C=C(C1C[C@@H](C1=CC(=C(C=C1)OC)OC)OC(CC=1SC(=CC1)CCO)=O)Cl)[O-] ([(1S)-2-(3,5-dichloro-1-oxido-pyridin-1-ium-4-yl)-1-(3,4-dimethoxyphenyl)ethyl]2-[5-(2-hydroxyethyl)-2-thienyl]acetate), CC(=O)OI1(C=2C=CC=CC2C(=O)O1)(OC(=O)C)OC(=O)C (Dess-Martin periodinane). Run in ClCCl (dichloromethane). Run at time 30 minute. Yields the product ClC=1C=[N+](C=C(C1C[C@@H](C1=CC(=C(C=C1)OC)OC)OC(CC=1SC(=CC1)CC=O)=O)Cl)[O-] ([(1S)-2-(3,5-dichloro-1-oxido-pyridin-1-ium-4-yl)-1-(3,4-dimethoxyphenyl)ethyl]2-[5-(2-oxoethyl)-2-thienyl]acetate). The yield is 93.1%. Reaction SMILES: [Cl:1][C:2]1[CH:3]=[N+:4]([O-:33])[CH:5]=[C:6]([Cl:32])[C:7]=1[CH2:8][C@H:9]([O:20][C:21](=[O:31])[CH2:22][C:23]1[S:24][C:25]([CH2:28][CH2:29][OH:30])=[CH:26][CH:27]=1)[C:10]1[CH:15]=[CH:14][C:13]([O:16][CH3:17])=[C:12]([O:18][CH3:19])[CH:11]=1.CC(OI1(OC(C)=O)(OC(C)=O)OC(=O)C2C=CC=CC1=2)=O>ClCCl>[Cl:32][C:6]1[CH:5]=[N+:4]([O-:33])[CH:3]=[C:2]([Cl:1])[C:7]=1[CH2:8][C@H:9]([O:20][C:21](=[O:31])[CH2:22][C:23]1[S:24][C:25]([CH2:28][CH:29]=[O:30])=[CH:26][CH:27]=1)[C:10]1[CH:15]=[CH:14][C:13]([O:16][CH3:17])=[C:12]([O:18][CH3:19])[CH:11]=1. Procedure: To a solution of [(1S)-2-(3,5-dichloro-1-oxido-pyridin-1-ium-4-yl)-1-(3,4-dimethoxyphenyl)ethyl]2-[5-(2-hydroxyethyl)-2-thienyl]acetate (80 mg, 0.16 mmol) in dichloromethane (2 mL) at −78° C. was added Dess-Martin periodinane (81 mg, 0.19 mmol). The reaction solution was stirred at room temperature for 30 minutes. The reaction solution was washed with saturated aqueous sodium thiosulfate (5 mL) followed by saturated aqueous sodium bicarbonate (5 mL). The organic phase was passed through a hydrop... Reactants: CO, C1CCC2OC2CC1, [NH4+], [OH-]. The product is NC1CCCCCC1O. As a reaction SMILES: [CH3:11][OH:12].[CH:1]12[CH:2]([CH2:3][CH2:4][CH2:5][CH2:6][CH2:7]1)[O:8]2.[NH4+:9].[OH-:10]>>[CH:1]1([NH2:9])[CH:2]([OH:8])[CH2:3][CH2:4][CH2:5][CH2:6][CH2:7]1. Starting materials: OC1=C(N(S(C2=C1C=CC=C2)(=O)=O)C)C(=O)OC (methyl 4-hydroxy-2-methyl-2H-1,2-benzothiazine-3-carboxylate 1,1-dioxide), NC1=CC=C(C(C=C1)=O)O (5-amino-2-hydroxy-2,4,6 -cycloheptatrien-1-one). Solvent: C=1(C(=CC=CC1)C)C (xylene). Reaction conditions: time 8 hour. The product is OC1=C(N(S(C2=C1C=CC=C2)(=O)=O)C)C(=O)NC2=CC=C(C(C=C2)=O)O (4-hydroxy-2-methyl-N-(2-hydroxy-1-oxo-2,4,6-cycloheptatrien-5-yl)-2H-1,2-benzothiazine-3-carboxamide 1,1-dioxide). Isolated yield 53.3%. Reaction SMILES: [OH:1][C:2]1[C:7]2[CH:8]=[CH:9][CH:10]=[CH:11][C:6]=2[S:5](=[O:13])(=[O:12])[N:4]([CH3:14])[C:3]=1[C:15]([O:17]C)=O.[NH2:19][C:20]1[CH:26]=[CH:25][C:24](=[O:27])[C:23]([OH:28])=[CH:22][CH:21]=1>C1(C)C(C)=CC=CC=1>[OH:1][C:2]1[C:7]2[CH:8]=[CH:9][CH:10]=[CH:11][C:6]=2[S:5](=[O:12])(=[O:13])[N:4]([CH3:14])[C:3]=1[C:15]([NH:19][C:20]1[CH:26]=[CH:25][C:24](=[O:27])[C:23]([OH:28])=[CH:22][CH:21]=1)=[O:17]. Procedure details: In a nitrogen atmosphere, a solution of methyl 4-hydroxy-2-methyl-2H-1,2-benzothiazine-3-carboxylate 1,1-dioxide (0.54 g) and 5-amino-2-hydroxy-2,4,6 -cycloheptatrien-1-one (0.33 g) in xylene (15 ml) is refluxed for 7.5 hours. The reaction mixture is then allowed to stand at room temperature overnight. The crystals that have separated out are collected by filtration and recrystallized from dimethylformamidemethanol to give 4-hydroxy-2-methyl-N-(2-hydroxy-1-oxo-2,4,6-cycloheptatrien-5-yl)-2H-1,2-... The reactants are S1(=O)(=O)NC(=O)C2=CC=CC=C12 (Saccharin), P(Cl)(Cl)(Cl)(Cl)Cl (phosphorus pentachloride). Solvent: C(C)OCC (diethyl ether). The product is ClC1=NS(C2=C1C=CC=C2)(=O)=O (3-chloro-1H-1λ6-benzo[d]isothiazole-1,1-dione). Yield: 33.7%. RXN SMILES: [S:1]1([C:12]2[C:7](=[CH:8][CH:9]=[CH:10][CH:11]=2)[C:5](=O)[NH:4]1)(=[O:3])=[O:2].P(Cl)(Cl)(Cl)(Cl)[Cl:14]>C(OCC)C>[Cl:14][C:5]1[C:7]2[CH:8]=[CH:9][CH:10]=[CH:11][C:12]=2[S:1](=[O:3])(=[O:2])[N:4]=1. Procedure details: Saccharin (10.0 g, 0.0546 mol) and phosphorus pentachloride (12.6 g, 0.060 mol) were heated at 170° C. for 1.5 hours. The reaction mixture was cooled to ambient temperature and suspended in diethyl ether (200 mL). The precipitate was collected by filtration, thoroughly washed with diethyl ether and dried to yield 3-chloro-1H-1λ6-benzo[d]isothiazole-1,1-dione (3.7 g, 0.0184 mol) as a white solid which was used without further purification.